From a dataset of the Open Reaction Database (ORD), a public repository of structured organic reaction records. describe an organic reaction: reactants, conditions, products, and yield Starting materials: OC1=C(C(=O)C2=CC=CC=C2)C=C(C=C1)CCCCCCCCC (2-hydroxy-5-nonyl benzophenone), [OH-].[Na+] (NaOH), C(CCCC)Br (n-pentyl bromide), [Br-].[NH4+] (ammonium bromide). The solvent is C(Cl)Cl (methylene chloride), O (water), C(Cl)Cl (CH2Cl2). Yields the product C(CCCC)OC1=C(C(=O)C2=CC=CC=C2)C=C(C=C1)CCCCCCCCC (2-n-pentoxy-5-nonyl benzophenone). Isolated yield 82.0%. RXN SMILES: [OH:1][C:2]1[CH:15]=[CH:14][C:13]([CH2:16][CH2:17][CH2:18][CH2:19][CH2:20][CH2:21][CH2:22][CH2:23][CH3:24])=[CH:12][C:3]=1[C:4]([C:6]1[CH:11]=[CH:10][CH:9]=[CH:8][CH:7]=1)=[O:5].[OH-].[Na+].[CH2:27](Br)[CH2:28][CH2:29][CH2:30][CH3:31].[Br-].[NH4+]>C(Cl)Cl.O>[CH2:27]([O:1][C:2]1[CH:15]=[CH:14][C:13]([CH2:16][CH2:17][CH2:18][CH2:19][CH2:20][CH2:21][CH2:22][CH2:23][CH3:24])=[CH:12][C:3]=1[C:4]([C:6]1[CH:11]=[CH:10][CH:9]=[CH:8][CH:7]=1)=[O:5])[CH2:28][CH2:29][CH2:30][CH3:31] |f:1.2,4.5|. Reported procedure: A solution of 2-hydroxy-5-nonyl benzophenone, 15 g, in 100 mL methylene chloride was mixed with a solution of 9.25 g NaOH in 100 mL water. To this mixture was added 6.9 g n-pentyl bromide and 1.48 g tetra-n-butylv ammonium bromide. The whole mixture was then vigorously agitated overnight at 40° C. After cooling to room temperature with 50 mL CH2Cl2. The combined methylene chloride layers were concentrated to an oil, which was taken up in 100 mL petroleum ether and washed with 100 mL water. Final... Run at time 4 hour. Reported procedure: 2-(3,4-Dimethylbenzyl)-2-imidazoline hydrochloride (3.43 g; 0.01 mole) was suspended in dry chloroform (50 ml). The so obtained mixture was treated with tetramethylpiperidine (1.41 g; 0.01 mole) in dry chloroform (20 ml) and stirred at ambient temperature for approximately 4 hours with intermittent shaking, any large pieces of solid being broken up by means of a glass rod. Phenylisocyanate (1.20 g; 0.01 mole) in dry chloroform (10 ml) was then added dropwise to the cooled reaction mixture and th... The reactants are CC1C(N(CCC1)C)(C)C (tetramethylpiperidine), C1(=CC=CC=C1)N=C=O (Phenylisocyanate), Cl.CC=1C=C(CC=2NCCN2)C=CC1C (2-(3,4-Dimethylbenzyl)-2-imidazoline hydrochloride), [OH-].[K+] (potassium hydroxide). Solvent: C(Cl)(Cl)Cl (chloroform), C(Cl)(Cl)Cl (chloroform), C(Cl)(Cl)Cl (chloroform). Reaction SMILES: Cl.[CH3:2][C:3]1[CH:4]=[C:5](C=[CH:13][C:14]=1[CH3:15])[CH2:6][C:7]1[NH:8][CH2:9][CH2:10][N:11]=1.CC1CCCN(C)C1(C)C.[C:26]1([N:32]=[C:33]=[O:34])[CH:31]=[CH:30][CH:29]=[CH:28][CH:27]=1.[OH-].[K+]>C(Cl)(Cl)Cl>[C:26]1([NH:32][C:33]([N:8]2[CH2:9][CH2:10][N:11]=[C:7]2[C:6]2[CH:5]=[CH:4][C:3]([CH3:2])=[C:14]([CH3:13])[CH:15]=2)=[O:34])[CH:31]=[CH:30][CH:29]=[CH:28][CH:27]=1 |f:0.1,4.5|. Yields the product C1(=CC=CC=C1)NC(=O)N1C(=NCC1)C1=CC(=C(C=C1)C)C (1-N-phenylcarbamoyl-2-(3,4-dimethylphenyl)-2-imidazoline). Reaction SMILES: [CH2:31]([OH:32])[CH3:33].[CH2:3]([CH:4]1[CH2:5][O:6]1)[O:7][c:8]1[cH:9][cH:10][c:11]([C:12](=[O:13])[c:14]2[cH:15][cH:16][cH:17][cH:18][cH:19]2)[cH:20][cH:21]1.[CH3:27][S:28]([CH3:29])=[O:30].[Cl+2:22]([O-:23])([OH:24])[O-:25].[K+:2].[OH-:1].[OH2:26]>>[CH2:3]([CH:4]([CH2:5][OH:23])[OH:6])[O:7][c:8]1[cH:9][cH:10][c:11]([C:12](=[O:13])[c:14]2[cH:15][cH:16][cH:17][cH:18][cH:19]2)[cH:20][cH:21]1. Reactants: CCO, O=C(c1ccccc1)c1ccc(OCC2CO2)cc1, CS(C)=O, [O-][Cl+2]([O-])O, [K+], [OH-], O. Product: O=C(c1ccccc1)c1ccc(OCC(O)CO)cc1.